Dataset: the Open Reaction Database (ORD), a public repository of structured organic reaction records. Task: describe an organic reaction: reactants, conditions, products, and yield The reactants are FC=1C=CC(=NC1)C1=NOC=C1C(=O)O (3-(5-fluoro-pyridin-2-yl)-isoxazole-4-carboxylic acid), CC1=C(C(=NO1)C1=NC=NC=C1)C(=O)O (5-methyl-3-pyrimidin-4-yl-isoxazole-4-carboxylic acid). Product: FC=1C=CC(=NC1)C1=NOC=C1CO ([3-(5-Fluoro-pyridin-2-yl)-isoxazol-4-yl]-methanol). Isolated yield 70.0%. Reaction SMILES: [F:1][C:2]1[CH:3]=[CH:4][C:5]([C:8]2[C:12]([C:13](O)=[O:14])=[CH:11][O:10][N:9]=2)=[N:6][CH:7]=1.CC1ON=C(C2C=CN=CN=2)C=1C(O)=O>>[F:1][C:2]1[CH:3]=[CH:4][C:5]([C:8]2[C:12]([CH2:13][OH:14])=[CH:11][O:10][N:9]=2)=[N:6][CH:7]=1. Procedure details: As described for example 114g, 3-(5-fluoro-pyridin-2-yl)-isoxazole-4-carboxylic acid (562 mg, 2.7 mmol) was converted, instead of 5-methyl-3-pyrimidin-4-yl-isoxazole-4-carboxylic acid, to the title compound (367 mg, 70%) which was obtained as an off white solid. MS: m/e=195.2 [M+H]+. Reactants: resultant mixture, C1(=CC=CC=C1)O (phenol), C(C1=CC=CC=C1)OC1=C(C=CC=C1)O (2-benzyloxyphenol), BrCCCC(=O)OCC (ethyl 4-bromobutyrate), C([O-])([O-])=O.[K+].[K+] (potassium carbonate). The solvent is CC(=O)C (acetone). Yields the product C(C1=CC=CC=C1)OC1=C(OCCCC(=O)OCC)C=CC=C1 (Ethyl 4-(2-Benzyloxyphenoxy)-butyrate). Isolated yield 47.8%. As a reaction SMILES: [CH2:1]([O:8][C:9]1[CH:14]=[CH:13][CH:12]=[CH:11][C:10]=1[OH:15])[C:2]1[CH:7]=[CH:6][CH:5]=[CH:4][CH:3]=1.Br[CH2:17][CH2:18][CH2:19][C:20]([O:22][CH2:23][CH3:24])=[O:21].C(=O)([O-])[O-].[K+].[K+].C1(O)C=CC=CC=1>CC(C)=O>[CH2:1]([O:8][C:9]1[CH:14]=[CH:13][CH:12]=[CH:11][C:10]=1[O:15][CH2:17][CH2:18][CH2:19][C:20]([O:22][CH2:23][CH3:24])=[O:21])[C:2]1[CH:3]=[CH:4][CH:5]=[CH:6][CH:7]=1 |f:2.3.4|. Procedure details: To a stirred solution of 2-benzyloxyphenol (1) (4.0 g, 20 nM) and ethyl 4-bromobutyrate (2) (5.6 g, 28.7 mM) in dried acetone (100 mL) was added anhydrous ground potassium carbonate (6.0 g, 44 mM) and the resultant mixture heated at reflux under nitrogen until TLC analysis showed the absence of the starting phenol. Flash chromatography (silica gel, 15% ethyl acetate/hexane as eluant) of the filtered and concentrated mixture yielded 3.0 g of product (3) as a clear oil. Starting materials: [Cl-].COC=1C(=CC2=C([NH+]=C([Te]2)C)C1)OC (5,6-Dimethoxy-2-methylbenzotellurazolium chloride), C([O-])(O)=O.[Na+] (sodium bicarbonate), C(=O)=O (carbon dioxide). Run in O (water). Product: COC=1C(=CC2=C(N=C([Te]2)C)C1)OC (5,6-Dimethoxy-2-methylbenzotellurazole). Isolated yield 95.2%. As a reaction SMILES: [Cl-].[CH3:2][O:3][C:4]1[C:5]([O:14][CH3:15])=[CH:6][C:7]2[Te:11][C:10]([CH3:12])=[NH+:9][C:8]=2[CH:13]=1.C(=O)(O)[O-].[Na+].C(=O)=O>O>[CH3:2][O:3][C:4]1[C:5]([O:14][CH3:15])=[CH:6][C:7]2[Te:11][C:10]([CH3:12])=[N:9][C:8]=2[CH:13]=1 |f:0.1,2.3|. Procedure: 5,6-Dimethoxy-2-methylbenzotellurazolium chloride (Example 12) (10 g) was ground with an equal quantity of sodium bicarbonate and a little water in a mortar until evolution of carbon dioxide ceased. The product was collected by filtration, washed with water and dried in a vacuum to yield ≃8.5 g of colorless powder, m.p. 78°-80° C. Slow crystallization from cyclohexane yielded well defined prisms, m.p. 80°-83° C. The mass spectra and nuclear magnetic resonance spectra were in agreement with that ... Reactants: IC=1C=C(N)C=CC1 (3-iodoaniline), O1CCC(CC1)=O (tetrahydro-4H-pyran-4-one), imine, [BH4-].[Na+] (sodium borohydride). Solvent: CO (methanol), C1(=CC=CC=C1)C (toluene), O (water), O (water). Run at time 16 hour. The product is IC=1C=C(C=CC1)NC1CCOCC1 ((3-iodo-phenyl)-(tetrahydropyran-4-yl)-amine). Yield: 20.0%. RXN SMILES: [I:1][C:2]1[CH:3]=[C:4]([CH:6]=[CH:7][CH:8]=1)[NH2:5].[O:9]1[CH2:14][CH2:13][C:12](=O)[CH2:11][CH2:10]1.[BH4-].[Na+]>C1(C)C=CC=CC=1.O.CO>[I:1][C:2]1[CH:3]=[C:4]([NH:5][CH:12]2[CH2:13][CH2:14][O:9][CH2:10][CH2:11]2)[CH:6]=[CH:7][CH:8]=1 |f:2.3|. Procedure details: 13bd) A mixture of 2 g of 3-iodoaniline and 1.26 ml of tetrahydro-4H-pyran-4-one is boiled in 50 ml of toluene on a water separator for 4 hrs. The solution of the imine which remains behind is treated with 20 ml of methanol and 520 mg of sodium borohydride are added in portions. The mixture is stirred at room temperature for 16 hrs., then poured into water and extracted with ethyl acetate. Chromatography on silica gel with ethyl acetate/hexane 3:7 gives 559 mg of (3-iodo-phenyl)-(tetrahydropyran... Starting materials: BrC=1C=CC(=NC1)CN1C=C(\C(\C2=CC=CC=C12)=N/NC(=O)OC(C)(C)C)C(=O)OCC (Ethyl (4Z)-1-[(5-bromopyridin-2-yl)methyl]-4-[(tert-butoxycarbonyl)hydrazono]-1,4-dihydroquinoline-3-carboxylate), Cl (hydrochloric acid). Solvent: C1(=CC=CC=C1)C (toluene). Reaction conditions: time 3 hour. Product: BrC=1C=CC(=NC1)CN1C=C2C(C=3C=CC=CC13)=NNC2=O (5-[(5-bromopyridin-2-yl)methyl]-2,5-dihydro-3H-pyrazolo[4,3-c]quinolin-3-one). As a reaction SMILES: [Br:1][C:2]1[CH:3]=[CH:4][C:5]([CH2:8][N:9]2[C:18]3[C:13](=[CH:14][CH:15]=[CH:16][CH:17]=3)/[C:12](=[N:19]/[NH:20][C:21]([O:23]C(C)(C)C)=O)/[C:11](C(OCC)=O)=[CH:10]2)=[N:6][CH:7]=1.Cl>C1(C)C=CC=CC=1>[Br:1][C:2]1[CH:3]=[CH:4][C:5]([CH2:8][N:9]2[C:18]3[CH:17]=[CH:16][CH:15]=[CH:14][C:13]=3[C:12]3=[N:19][NH:20][C:21](=[O:23])[C:11]3=[CH:10]2)=[N:6][CH:7]=1. Procedure details: Ethyl (4Z)-1-[(5-bromopyridin-2-yl)methyl]-4-[(tert-butoxycarbonyl)hydrazono]-1,4-dihydroquinoline-3-carboxylate (2.86 g, 5.70 mmol) was dissolved in toluene (30 mL), treated with hydrochloric acid (0.950 mL, 12 N aqueous, 11 mmol, 2 equiv) and placed into an oil bath preheated to 100° C. for 3 hours. The mixture was cooled to ambient temperature. The mixture was filtered and the yellow solid was collected and washed with toluene (2×10 mL), providing the titled compound. Reactants: Cl.NCC(=O)C=1C=C(NS(=O)(=O)C)C=CC1F (3'-(2-Aminoacetyl)-4'-fluoromethanesulfonanilide hydrochloride), [BH4-].[Na+] (sodium borohydride). Run in CO (methanol). Yields the product NCC(O)C=1C=C(NS(=O)(=O)C)C=CC1F ((±)-3'-(2-amino-1-hydroxyethyl)-4'-fluoromethanesulfonanilide). Yield: 91.1%. Reaction SMILES: Cl.[NH2:2][CH2:3][C:4]([C:6]1[CH:7]=[C:8]([CH:14]=[CH:15][C:16]=1[F:17])[NH:9][S:10]([CH3:13])(=[O:12])=[O:11])=[O:5].[BH4-].[Na+]>CO>[NH2:2][CH2:3][CH:4]([C:6]1[CH:7]=[C:8]([CH:14]=[CH:15][C:16]=1[F:17])[NH:9][S:10]([CH3:13])(=[O:11])=[O:12])[OH:5] |f:0.1,2.3|. Reported procedure: 3'-(2-Aminoacetyl)-4'-fluoromethanesulfonanilide hydrochloride (3 g) was dissolved in 30 ml of methanol, 0.20 g of sodium borohydride was added at 0°-5° C. and the mixture was made to react at the same temperature for 1 hour. The solvent was evaporated and the residue was made into free base using ion exchange resin (Dowex 50W X2), concentrated to dryness and the residue was recrystallized from methanol to give 2.4 g of (±)-3'-(2-amino-1-hydroxyethyl)-4'-fluoromethanesulfonanilide, m.p. 176°-179... Starting materials: [Mg] (magnesium), CC(C=O)=CCC (2-methyl-2-pentenal), BrC(C)CC (2-bromobutane). Run in CCOCC (ether), CCOCC (ether), CCOCC (ether). The product is CC(=CCC)C(C(CC)C)O (4,6-dimethyl-3-octen-5-ol). RXN SMILES: [Mg].Br[CH:3]([CH2:5][CH3:6])[CH3:4].[CH3:7][C:8](=[CH:11][CH2:12][CH3:13])[CH:9]=[O:10]>CCOCC>[CH3:7][C:8]([CH:9]([OH:10])[CH:3]([CH3:4])[CH2:5][CH3:6])=[CH:11][CH2:12][CH3:13]. Procedure: A Gringnard reagent, prepared by reacting 18.7 g (0.77 g atom) of magnesium in 100 ml of ether and 105.4 g (0.77 mol) of 2-bromobutane in 300 ml of ether, is reacted with 62.72 g (0.64 mol) of 2-methyl-2-pentenal in 200 ml of ether in a manner analogous to Example 5. Fractional distillation of the crude product (98.8 g) over a 20 cm Widmer column gives 68.4 g (68.5%) of olfactorily good 4,6-dimethyl-3-octen-5-ol of boiling point 83° C./12 mm Hg.